This data is from the Open Reaction Database (ORD), a public repository of structured organic reaction records. The task is: describe an organic reaction: reactants, conditions, products, and yield Starting materials: CCO, [H][H], CNC(=O)c1cc(N2CCOCC2)cc([N+](=O)[O-])c1. Yields the product CNC(=O)c1cc(N)cc(N2CCOCC2)c1. RXN SMILES: [CH3:22][CH2:23][OH:24].[H:20][H:21].[O:1]1[CH2:2][CH2:3][N:4]([c:7]2[cH:8][c:9]([C:10](=[O:11])[NH:12][CH3:13])[cH:14][c:15]([N+:17]([O-:18])=[O:19])[cH:16]2)[CH2:5][CH2:6]1>>[O:1]1[CH2:2][CH2:3][N:4]([c:7]2[cH:8][c:9]([C:10](=[O:11])[NH:12][CH3:13])[cH:14][c:15]([NH2:17])[cH:16]2)[CH2:5][CH2:6]1. The reactants are CN(C)c1ccncc1, CCOC(C)=O, CC(C)N=C=NC(C)C, O=C1OC(Cn2ccnn2)CN1c1ccc(-c2ccc(C3=NOC(CO)C3)nc2)c(F)c1, CN(C)C=O, O=C(O)c1cnccn1. Yields the product O=C(OCC1CC(c2ccc(-c3ccc(N4CC(Cn5ccnn5)OC4=O)cc3F)cn2)=NO1)c1cnccn1. As a reaction SMILES: [CH3:56][N:57]([CH3:58])[c:59]1[cH:60][cH:61][n:62][cH:63][cH:64]1.[CH3:65][CH2:66][O:67][C:68](=[O:69])[CH3:70].[CH:47]([N:48]=[C:49]=[N:50][CH:51]([CH3:52])[CH3:53])([CH3:54])[CH3:55].[F:10][c:11]1[cH:12][c:13]([N:30]2[C:31](=[O:41])[O:32][CH:33]([CH2:35][n:36]3[n:37][n:38][cH:39][cH:40]3)[CH2:34]2)[cH:14][cH:15][c:16]1-[c:17]1[cH:18][n:19][c:20]([C:23]2=[N:24][O:25][CH:26]([CH2:28][OH:29])[CH2:27]2)[cH:21][cH:22]1.[O:42]=[CH:43][N:44]([CH3:45])[CH3:46].[n:1]1[c:2]([C:7](=[O:8])[OH:9])[cH:3][n:4][cH:5][cH:6]1>>[n:1]1[c:2]([C:7]([O:8][CH2:28][CH:26]2[O:25][N:24]=[C:23]([c:20]3[n:19][cH:18][c:17](-[c:16]4[c:11]([F:10])[cH:12][c:13]([N:30]5[C:31](=[O:41])[O:32][CH:33]([CH2:35][n:36]6[n:37][n:38][cH:39][cH:40]6)[CH2:34]5)[cH:14][cH:15]4)[cH:22][cH:21]3)[CH2:27]2)=[O:9])[cH:3][n:4][cH:5][cH:6]1.